From a dataset of the Open Reaction Database (ORD), a public repository of structured organic reaction records. describe an organic reaction: reactants, conditions, products, and yield Reactants: CN(C1=CC(=C(C(=O)NC2CCN(CC2)C(C2=CC=CC=C2)C2=CC=CC=C2)C=C1)[N+](=O)[O-])C (4-dimethylamino-2-nitro-N-(1-diphenylmethylpiperidin-4-yl)-bezamide). Reagents/catalysts: [Ni] (Raney Nickel). Solvent: CCO (EtOH). Run at time 4 hour. Product: NC1=C(C(=O)NC2CCN(CC2)C(C2=CC=CC=C2)C2=CC=CC=C2)C=CC(=C1)N(C)C (2-amino-4-dimethylamino-N-(1-diphenylmethyl-piperidin-4-yl)benzamide). The yield is 78.7%. RXN SMILES: [CH3:1][N:2]([CH3:34])[C:3]1[CH:30]=[CH:29][C:6]([C:7]([NH:9][CH:10]2[CH2:15][CH2:14][N:13]([CH:16]([C:23]3[CH:28]=[CH:27][CH:26]=[CH:25][CH:24]=3)[C:17]3[CH:22]=[CH:21][CH:20]=[CH:19][CH:18]=3)[CH2:12][CH2:11]2)=[O:8])=[C:5]([N+:31]([O-])=O)[CH:4]=1>[Ni].CCO>[NH2:31][C:5]1[CH:4]=[C:3]([N:2]([CH3:34])[CH3:1])[CH:30]=[CH:29][C:6]=1[C:7]([NH:9][CH:10]1[CH2:15][CH2:14][N:13]([CH:16]([C:17]2[CH:18]=[CH:19][CH:20]=[CH:21][CH:22]=2)[C:23]2[CH:28]=[CH:27][CH:26]=[CH:25][CH:24]=2)[CH2:12][CH2:11]1)=[O:8]. Procedure details: Step 4): The mixture of 4-dimethylamino-2-nitro-N-(1-diphenylmethylpiperidin-4-yl)-bezamide (1.60 g, 3.5 mmol) and Raney Nickel in EtOH (75 ml) was stirred under H2 at room temperature for 4 hours. The mixture was filtered, and the filtrate was concentrated under vacuum. The residue was purified with chromatography on silica gel (30-50% AcOEt in hexane) and recrystallized from diisopropyl ether to obtain 2-amino-4-dimethylamino-N-(1-diphenylmethyl-piperidin-4-yl)benzamide 1.18 g (79%): mp 118° C... Reactants: CC1CNCC(C)N1, Cc1c(F)cc(C(=O)NC2CC2)cc1-c1ccc2c(=O)n(CC3CC3)cc(C=O)c2c1. Yields the product Cc1c(F)cc(C(=O)NC2CC2)cc1-c1ccc2c(=O)n(CC3CC3)cc(CN3CC(C)NC(C)C3)c2c1. Reaction SMILES: [CH3:32][CH:33]1[NH:34][CH:35]([CH3:39])[CH2:36][NH:37][CH2:38]1.[CH:1]1([NH:4][C:5]([c:6]2[cH:7][c:8](-[c:14]3[cH:15][c:16]4[c:17]([CH:29]=[O:30])[cH:18][n:19]([CH2:25][CH:26]5[CH2:27][CH2:28]5)[c:20](=[O:24])[c:21]4[cH:22][cH:23]3)[c:9]([CH3:13])[c:10]([F:12])[cH:11]2)=[O:31])[CH2:2][CH2:3]1>>[CH:1]1([NH:4][C:5]([c:6]2[cH:7][c:8](-[c:14]3[cH:15][c:16]4[c:17]([CH2:29][N:37]5[CH2:36][CH:35]([CH3:39])[NH:34][CH:33]([CH3:32])[CH2:38]5)[cH:18][n:19]([CH2:25][CH:26]5[CH2:27][CH2:28]5)[c:20](=[O:24])[c:21]4[cH:22][cH:23]3)[c:9]([CH3:13])[c:10]([F:12])[cH:11]2)=[O:31])[CH2:2][CH2:3]1. Reactants: BrC1=CC=C(C=C1)S (4-Bromothiophenol), C([O-])([O-])=O.[K+].[K+] (potassium carbonate), C1(CC1)CBr (cyclopropylmethyl bromide). The solvent is CN(C=O)C (N,N-dimethylformamide), C(C)OCC (diethyl ether). Run at time 16 hour. Product: BrC1=CC=C(C=C1)SCC1CC1 (1-Bromo-4-[(cyclopropylmethyl)thio]benzene). Yield: 95.4%. Reaction SMILES: [Br:1][C:2]1[CH:7]=[CH:6][C:5]([SH:8])=[CH:4][CH:3]=1.C(=O)([O-])[O-].[K+].[K+].[CH:15]1([CH2:18]Br)[CH2:17][CH2:16]1>CN(C)C=O.C(OCC)C>[Br:1][C:2]1[CH:7]=[CH:6][C:5]([S:8][CH2:18][CH:15]2[CH2:17][CH2:16]2)=[CH:4][CH:3]=1 |f:1.2.3|. Procedure details: 4-Bromothiophenol (37.8 g) in N,N-dimethylformamide (200 mL) was treated with potassium carbonate (30.4 g) and cyclopropylmethyl bromide (29.7 g). The suspension was stirred at ambient temperature for 16 hrs then diluted with diethyl ether (500 mL). The organic phase was washed with water (2×500 mL), dried (MgSO4) and concentrated to give the title compound as an oil (46.4 g). 1H NMR (360 MHz, CDCl3): δ 7.38 (2H, d, J=8.0 Hz), 7.21 (2H, d, J=8.0 Hz), 2.83 (2H, d, J=7.0 Hz), 1.08-0.98 (1H, m), 0.... Starting materials: C(C)(C)(C)OC(=O)C1=CC(=C(OC2=C(C=C3C(CCOC3=C2Cl)C(=O)OCC)Cl)C=C1)[N+](=O)[O-] (ethyl 7-(4-(tert-butoxycarbonyl)-2-nitrophenoxy)-6,8-dichlorochroman-4-carboxylate), C1CCOC1 (THF), [NH4+].[Cl-] (NH4Cl). The reagents and catalysts are [Zn] (Zn). Solvent: CCOC(=O)C (EtOAc). Reaction conditions: time 1 hour. Product: NC1=C(OC2=C(C=C3C(CCOC3=C2Cl)C(=O)OCC)Cl)C=CC(=C1)C(=O)OC(C)(C)C (ethyl 7-(2-amino-4-(tert-butoxycarbonyl)phenoxy)-6,8-dichlorochroman-4-carboxylate). The yield is 78.6%. RXN SMILES: [C:1]([O:5][C:6]([C:8]1[CH:31]=[CH:30][C:11]([O:12][C:13]2[C:22]([Cl:23])=[C:21]3[C:16]([CH:17]([C:24]([O:26][CH2:27][CH3:28])=[O:25])[CH2:18][CH2:19][O:20]3)=[CH:15][C:14]=2[Cl:29])=[C:10]([N+:32]([O-])=O)[CH:9]=1)=[O:7])([CH3:4])([CH3:3])[CH3:2].C1COCC1.[NH4+].[Cl-]>CCOC(C)=O.[Zn]>[NH2:32][C:10]1[CH:9]=[C:8]([C:6]([O:5][C:1]([CH3:2])([CH3:4])[CH3:3])=[O:7])[CH:31]=[CH:30][C:11]=1[O:12][C:13]1[C:22]([Cl:23])=[C:21]2[C:16]([CH:17]([C:24]([O:26][CH2:27][CH3:28])=[O:25])[CH2:18][CH2:19][O:20]2)=[CH:15][C:14]=1[Cl:29] |f:2.3|. Procedure: A mixture of ethyl 7-(4-(tert-butoxycarbonyl)-2-nitrophenoxy)-6,8-dichlorochroman-4-carboxylate (61.593 g, 120.22 mmol), THF (500 ml), and saturated NH4Cl solution (500 ml) was purged with Argon for 10 minutes. Zn dust (78.612 g, 1202.2 mmol) was added and the mixture was stirred at ambient temperature for 1 hour under Argon atmosphere. The reaction was slightly exothermic. The mixture was diluted with EtOAc (500 ml) and filtered. The filtered solid was rinsed with EtOAc (250 ml). The filtrate w... Reactants: ClC=1C=C(C(=O)OO)C=CC1 (3-chloroperoxybenzoic acid), CSC1=NC=CC(=N1)N1C=CC2=CC=C(C=C12)C1=CC(=CC=C1)[N+](=O)[O-] (1-(2-(Methylthio)pyrimidin-4-yl)-6-(3-nitrophenyl)-1H-indole), C([O-])(O)=O.[Na+] (sodium bicarbonate). The solvent is C(Cl)Cl (methylene chloride). Yields the product CS(=O)C1=NC=CC(=N1)N1C=CC2=CC=C(C=C12)C1=CC(=CC=C1)[N+](=O)[O-] (1-(2-(Methylsulfinyl)pyrimidin-4-yl)-6-(3-nitrophenyl)-1H-indole). Isolated yield 107.4%. RXN SMILES: [CH3:1][S:2][C:3]1[N:8]=[C:7]([N:9]2[C:17]3[C:12](=[CH:13][CH:14]=[C:15]([C:18]4[CH:23]=[CH:22][CH:21]=[C:20]([N+:24]([O-:26])=[O:25])[CH:19]=4)[CH:16]=3)[CH:11]=[CH:10]2)[CH:6]=[CH:5][N:4]=1.ClC1C=C(C=CC=1)C(OO)=[O:32].C(=O)(O)[O-].[Na+]>C(Cl)Cl>[CH3:1][S:2]([C:3]1[N:8]=[C:7]([N:9]2[C:17]3[C:12](=[CH:13][CH:14]=[C:15]([C:18]4[CH:23]=[CH:22][CH:21]=[C:20]([N+:24]([O-:26])=[O:25])[CH:19]=4)[CH:16]=3)[CH:11]=[CH:10]2)[CH:6]=[CH:5][N:4]=1)=[O:32] |f:2.3|. Procedure details: 1-(2-(Methylthio)pyrimidin-4-yl)-6-(3-nitrophenyl)-1H-indole (91 mg, 0.251 mmol) was dissolved in methylene chloride (1 mL). At 0° C., 3-chloroperoxybenzoic acid (87 mg, 0.502 mmol) was added. 1 hour later, the reaction mixture was added to sodium bicarbonate aqueous solution and extracted with methylene chloride. The combined organic layer was washed with brine, dried with magnesium sulfate, and concentrated under reduced pressure. 1-(2-(Methylsulfinyl)pyrimidin-4-yl)-6-(3-nitrophenyl)-1H-indol... The reactants are BrC(C#N)C1=CC=CC=C1 (α-bromobenzeneacetonitrile), C(C1=CC=C(C=C1)OC)[Mg]Br (p-anisylmagnesium bromide), C(=S)=S (carbon disulfide). The solvent is O (Water). Conditions: time 0.5 hour. Product: COC1=CC=C(C(=S)SC(C2=CC=CC=C2)C#N)C=C1 (α-cyanobenzyl 4-methoxydithiobenzoate), solid. The yield is 73.0%. RXN SMILES: C([Mg]Br)[C:2]1[CH:7]=[CH:6][C:5]([O:8][CH3:9])=[CH:4][CH:3]=1.[C:12](=[S:14])=[S:13].Br[CH:16]([C:19]1[CH:24]=[CH:23][CH:22]=[CH:21][CH:20]=1)[C:17]#[N:18]>O>[CH3:9][O:8][C:5]1[CH:4]=[CH:3][C:2]([C:12]([S:14][CH:16]([C:17]#[N:18])[C:19]2[CH:24]=[CH:23][CH:22]=[CH:21][CH:20]=2)=[S:13])=[CH:7][CH:6]=1. Reported procedure: To a 100 ml round bottom flask was added 20 ml p-anisylmagnesium bromide (0.49M solution in ethyl ether). 0.76 g carbon disulfide was added dropwise to this mixture and stirred for ½ h at room temperature. Then to the dark red solution was added 2 g α-bromobenzeneacetonitrile dropwise and the mixture stirred for another 2 h. Water was added to the mixture and the organic product was extracted with diethyl ether (3×50 ml), dried with magnesium sulfate overnight and filtered. After removal of solv... Starting materials: CCO, Cl, NCc1cc(Cl)ccc1OCC(F)(F)F. Yields the product NCc1ccccc1OCC(F)(F)F. As a reaction SMILES: [CH3:17][CH2:18][OH:19].[ClH:1].[F:2][C:3]([CH2:4][O:5][c:6]1[c:7]([CH2:8][NH2:9])[cH:10][c:11]([Cl:14])[cH:12][cH:13]1)([F:15])[F:16]>>[F:2][C:3]([CH2:4][O:5][c:6]1[c:7]([CH2:8][NH2:9])[cH:10][cH:11][cH:12][cH:13]1)([F:15])[F:16].